From a dataset of the Open Reaction Database (ORD), a public repository of structured organic reaction records. describe an organic reaction: reactants, conditions, products, and yield The reactants are C([O-])([O-])=O (carbonate), COC=1C=C2C=C(C(OC2=C(C1O[C@@H]1OC([C@@H]([C@@H]2[C@H]1OC(O2)=O)OC)(C)C)C)=O)NC(OCC2=CC=CC=C2)=O (Benzyl 6-methoxy-7-((3aR,4S,7R,7aR)-7-methoxy-6,6-dimethyl-2-oxotetrahydro-3aH-[1,3]dioxolo[4,5-c]pyran-4-yloxy)-8-methyl-2-oxo-2H-chromen-3-ylcarbamate), CCN=C=NCCCN(C)C (EDCI), N1C(=CC2=CC=CC=C12)C(=O)O (1H-indole-2-carboxylic acid), amine. The reagents and catalysts are [Pd] (Palladium on carbon). The solvent is CO (MeOH), C(Cl)Cl (CH2Cl2), C(C)N(CC)CC (Triethylamine), C1CCOC1 (THF), N1=CC=CC=C1.C(Cl)Cl (pyridine CH2Cl2). Reaction conditions: time 12 hour. Product: O[C@H]1[C@@H](OC([C@@H]([C@H]1O)OC)(C)C)OC1=C(C=C2C=C(C(OC2=C1C)=O)NC(=O)C=1NC2=CC=CC=C2C1)OC (N-(7-((2S,3R,4S,5R)-3,4-dihydroxy-5-methoxy-6,6-dimethyltetrahydro-2H-pyran-2-yloxy)-6-methoxy-8-methyl-2-oxo-2H-chromen-3-yl)-1H-indole-2-carboxamide). Yield: 18.0%. Reaction SMILES: [CH3:1][O:2][C:3]1[CH:4]=[C:5]2[C:10](=[C:11]([CH3:28])[C:12]=1[O:13][C@H:14]1[C@@H:19]3[O:20]C(=O)[O:22][C@@H:18]3[C@@H:17]([O:24][CH3:25])[C:16]([CH3:27])([CH3:26])[O:15]1)[O:9][C:8](=[O:29])[C:7]([NH:30]C(=O)OCC1C=CC=CC=1)=[CH:6]2.CCN=C=NCCCN(C)C.[NH:52]1[C:60]2[C:55](=[CH:56][CH:57]=[CH:58][CH:59]=2)[CH:54]=[C:53]1[C:61]([OH:63])=O.C(=O)([O-])[O-]>[Pd].C1COCC1.N1C=CC=CC=1.C(Cl)Cl.CO.C(Cl)Cl.C(N(CC)CC)C>[OH:20][C@@H:19]1[C@H:18]([OH:22])[C@@H:17]([O:24][CH3:25])[C:16]([CH3:26])([CH3:27])[O:15][C@H:14]1[O:13][C:12]1[C:11]([CH3:28])=[C:10]2[C:5]([CH:6]=[C:7]([NH:30][C:61]([C:53]3[NH:52][C:60]4[C:55]([CH:54]=3)=[CH:56][CH:57]=[CH:58][CH:59]=4)=[O:63])[C:8](=[O:29])[O:9]2)=[CH:4][C:3]=1[O:2][CH3:1] |f:6.7|. Reported procedure: Palladium on carbon (10%, 15 mg) was added to 25a (74.0 mg, 0.13 mmol) in anhydrous THF (5.00 mL) and the solution was placed under an atmosphere of H2. After 12 hours, the solution was filtered through SiO2 (1:1 CH2Cl2:Acetone) and the eluent was concentrated to afford a yellow solid, which was used without further purification (60.0 mg, 99%). EDCI (69.0 mg, 0.36 mmol) and 1H-indole-2-carboxylic acid (46.4 mg, 0.29 mmol) were added to the amine (60.0 mg, 0.14 mmol) in 30% pyridine/CH2Cl2 (3.50 ... Reactants: F[B-](F)(F)F.C(C)[O+](CC)CC (triethyloxonium tetrafluoroborate), [Br-].C(CCC)[N+]1=CC=CC=C1 (1-butylpyridinium bromide). Solvent: ClCCl (dichloromethane). Run at time 30 minute. Product: F[B-](F)(F)F.C(CCC)[N+]1=CC=CC=C1 (1-butylpyridinium tetrafluoroborate). Yield: 98.6%. As a reaction SMILES: [F:1][B-:2]([F:5])([F:4])[F:3].C([O+](CC)CC)C.[Br-].[CH2:14]([N+:18]1[CH:23]=[CH:22][CH:21]=[CH:20][CH:19]=1)[CH2:15][CH2:16][CH3:17]>ClCCl>[F:1][B-:2]([F:5])([F:4])[F:3].[CH2:14]([N+:18]1[CH:23]=[CH:22][CH:21]=[CH:20][CH:19]=1)[CH2:15][CH2:16][CH3:17] |f:0.1,2.3,5.6|. Reported procedure: 2.48 g (13.04 mmol) of triethyloxonium tetrafluoroborate are added to a solution of 2.77 g (12.82 mmol) of 1-butylpyridinium bromide in 10 ml of dry dichloromethane. The reaction mixture is stirred at room temperature for 30 minutes. All volatile products are subsequently removed over the course of 30 minutes in a vacuum of 13.3 Pa and at 80° C. (oil-bath temperature), giving 2.82 g of 1-butylpyridinium tetrafluoroborate as liquid. The yield is approximately quantitative. Reactants: [N+](=O)([O-])C=1C=C(C=NO)C=CC1 (m-nitrobenzaldoxime), B(O)(O)O (boric acid). The reagents and catalysts are [Ni] (Raney nickel). The solvent is O1CCOCC1 (dioxane). The product is NC=1C=C(CN)C=CC1 (m-aminobenzylamine). The yield is 86.4%. As a reaction SMILES: [N+:1]([C:4]1[CH:5]=[C:6]([CH:10]=[CH:11][CH:12]=1)[CH:7]=[N:8]O)([O-])=O.B(O)(O)O>[Ni].O1CCOCC1>[NH2:1][C:4]1[CH:5]=[C:6]([CH:10]=[CH:11][CH:12]=1)[CH2:7][NH2:8]. Procedure: 33.2 g (0.2 mol) of m-nitrobenzaldoxime obtained in Example 2, 3 g of Raney nickel, 30.9 g (0.5 mol) of boric acid and 150 ml of dioxane were charged into an autoclave and reaction was effected at 30° C. under a hydrogen pressure of 10 Kg/cm2 ·G for five hours while vigorously stirring. After completion of the reaction, the resulting mixture was filtered to remove the catalyst, concentrated under reduced pressure and thereafter, was subject to the same post-treatment as in Example 1. 21.1 g of m... The reactants are [O-]I(=O)(=O)=O.[Na+] (sodium m-periodate), CSC1=C(C=C(C(=C1)C(C)C)Br)C(C)C (4-bromo-2,5-diisopropylphenyl methyl sulfide), sulfide. The solvent is O (water), CO (methanol), CC(=O)C (acetone). Conditions: time 16 hour. The product is CS(=O)C1=C(C=C(C(=C1)C(C)C)Br)C(C)C (4-bromo-2,5-diisopropylphenyl methyl sulfoxide). RXN SMILES: [O-:1]I(=O)(=O)=O.[Na+].[CH3:7][S:8][C:9]1[CH:14]=[C:13]([CH:15]([CH3:17])[CH3:16])[C:12]([Br:18])=[CH:11][C:10]=1[CH:19]([CH3:21])[CH3:20]>O.CO.CC(C)=O>[CH3:7][S:8]([C:9]1[CH:14]=[C:13]([CH:15]([CH3:16])[CH3:17])[C:12]([Br:18])=[CH:11][C:10]=1[CH:19]([CH3:21])[CH3:20])=[O:1] |f:0.1|. Procedure details: 4-Bromo-2,5-diisopropylphenyl methyl sulfoxide was prepared as follows: A solution of 25.7 g of sodium m-periodate in 200 ml of water was added portionwise over 0.5 hour to 31.9 g of 4-bromo-2,5-diisopropylphenyl methyl sulfide (prepared in Example 1C) in 200 ml of methanol and 350 ml of acetone at ambient temperature. After stirring for 16 hours, the reaction mixture was filtered and the solid portion was extracted with chloroform. The filtrate was diluted with 1 liter of water and the solid re...